Task: describe an organic reaction: reactants, conditions, products, and yield. Dataset: the Open Reaction Database (ORD), a public repository of structured organic reaction records The reactants are C(C1=CC=CC=C1)N1C(=NC=C1)CC(=O)O ((1-benzyl-1H-imidazol-2-yl)-acetic acid), NC1=C(C=C(C=C1)Cl)C(=O)C1=CC=CC=C1 ((2-amino-5-chloro-phenyl)-phenyl-methanone). The product is C(C1=CC=CC=C1)N1C(=NC=C1)C=1C(NC2=CC=C(C=C2C1C1=CC=CC=C1)Cl)=O (3-(1-Benzyl-1H-imidazol-2-yl)-6-Chloro-4-phenyl-1H-quinolin-2-one). Yield: 43.0%. As a reaction SMILES: [CH2:1]([N:8]1[CH:12]=[CH:11][N:10]=[C:9]1[CH2:13][C:14]([OH:16])=O)[C:2]1[CH:7]=[CH:6][CH:5]=[CH:4][CH:3]=1.[NH2:17][C:18]1[CH:23]=[CH:22][C:21]([Cl:24])=[CH:20][C:19]=1[C:25]([C:27]1[CH:32]=[CH:31][CH:30]=[CH:29][CH:28]=1)=O>>[CH2:1]([N:8]1[CH:12]=[CH:11][N:10]=[C:9]1[C:13]1[C:14](=[O:16])[NH:17][C:18]2[C:19]([C:25]=1[C:27]1[CH:32]=[CH:31][CH:30]=[CH:29][CH:28]=1)=[CH:20][C:21]([Cl:24])=[CH:22][CH:23]=2)[C:2]1[CH:3]=[CH:4][CH:5]=[CH:6][CH:7]=1. Reported procedure: Synthesized from (1-benzyl-1H-imidazol-2-yl)-acetic acid (Tetrahedron Letters, 37 (51), 9259, 1996) and (2-amino-5-chloro-phenyl)-phenyl-methanone according to general procedure 2. Yield 43%. The reactants are CC(C)=O, CON=C(C(=O)NC1C(=O)N2C(C(=O)OC(c3ccccc3)c3ccccc3)=C(C=COS(=O)(=O)c3ccc(C)cc3)CSC12)c1csc(NC(c2ccccc2)(c2ccccc2)c2ccccc2)n1, O, Cc1ccc(S(=O)(=O)O)cc1. Product: CON=C(C(=O)NC1C(=O)N2C(C(=O)OC(c3ccccc3)c3ccccc3)=C(C=COS(=O)(=O)c3ccc(C)cc3)CSC12)c1csc(N)n1. As a reaction SMILES: [CH3:83][C:84](=[O:85])[CH3:86].[CH:1]([c:2]1[cH:3][cH:4][cH:5][cH:6][cH:7]1)([c:8]1[cH:9][cH:10][cH:11][cH:12][cH:13]1)[O:14][C:15](=[O:16])[C:17]1=[C:24]([CH:25]=[CH:26][O:27][S:28](=[O:29])(=[O:30])[c:31]2[cH:32][cH:33][c:34]([CH3:35])[cH:36][cH:37]2)[CH2:23][S:22][CH:21]2[N:18]1[C:19](=[O:70])[CH:20]2[NH:38][C:39]([C:40]([c:41]1[n:42][c:43]([NH:46][C:47]([c:48]2[cH:49][cH:50][cH:51][cH:52][cH:53]2)([c:54]2[cH:55][cH:56][cH:57][cH:58][cH:59]2)[c:60]2[cH:61][cH:62][cH:63][cH:64][cH:65]2)[s:44][cH:45]1)=[N:66][O:67][CH3:68])=[O:69].[OH2:71].[c:72]1([CH3:73])[cH:74][cH:75][c:76]([S:77]([OH:78])(=[O:79])=[O:80])[cH:81][cH:82]1>>[CH:1]([c:2]1[cH:3][cH:4][cH:5][cH:6][cH:7]1)([c:8]1[cH:9][cH:10][cH:11][cH:12][cH:13]1)[O:14][C:15](=[O:16])[C:17]1=[C:24]([CH:25]=[CH:26][O:27][S:28](=[O:29])(=[O:30])[c:31]2[cH:32][cH:33][c:34]([CH3:35])[cH:36][cH:37]2)[CH2:23][S:22][CH:21]2[N:18]1[C:19](=[O:70])[CH:20]2[NH:38][C:39]([C:40]([c:41]1[n:42][c:43]([NH2:46])[s:44][cH:45]1)=[N:66][O:67][CH3:68])=[O:69].